Dataset: the Open Reaction Database (ORD), a public repository of structured organic reaction records. Task: describe an organic reaction: reactants, conditions, products, and yield Reactants: ClC=1N=NC(=CC1C1=CC=CC=C1)Cl (3,6-Dichloro-4-phenyl-pyridazine), N (ammonia). Conditions: temperature 100 celsius, time 18 hour. The product is ClC1=C(C=C(N=N1)N)C1=CC=CC=C1 (6-chloro-5-phenyl-pyridazin-3-yl-amine). As a reaction SMILES: [Cl:1][C:2]1[N:3]=[N:4][C:5](Cl)=[CH:6][C:7]=1[C:8]1[CH:13]=[CH:12][CH:11]=[CH:10][CH:9]=1.[NH3:15]>>[Cl:1][C:2]1[N:3]=[N:4][C:5]([NH2:15])=[CH:6][C:7]=1[C:8]1[CH:13]=[CH:12][CH:11]=[CH:10][CH:9]=1. Procedure: 36.5 g (162 mmol) 3,6-Dichloro-4-phenyl-pyridazine were suspended in 1000 mL aqueous ammonia solution (25%) and stirred in an autoclave for 18 hours at 100° C. The reaction mixture was transferred into a separating funnel and the phases were separated. The aqueous phase was washed twice with dichloromethane. The combined organic phases were washed twice with water, the solvent was evaporated and the crude residue (two regioisomers, 6-chloro-5-phenyl-pyridazin-3-yl-amine and 6-chloro-4-phenyl-pyr... Starting materials: BrC1=CC(=C(C=C1)N1C(=NC(=CC1=O)C(F)(F)F)SC)F (3-(4-Bromo-2-fluorophenyl)-3,4-dihydro-2-methylthio-6-trifluoromethylpyrimidin-4-one), C(C)OC(CN)OCC (aminoacetaldehyde diethyl acetal). Yields the product BrC1=CC(=C(C=C1)N1C(=NC(=CC1=O)C(F)(F)F)NCC(OC)OC)F (3-(4-bromo-2-fluorophenyl)-3,4-dihydro-2-((2,2-dimethoxyethyl)amino)-6-trifluoromethylpyrimidin-4-one). Reaction SMILES: [Br:1][C:2]1[CH:7]=[CH:6][C:5]([N:8]2[C:13](=[O:14])[CH:12]=[C:11]([C:15]([F:18])([F:17])[F:16])[N:10]=[C:9]2SC)=[C:4]([F:21])[CH:3]=1.[CH2:22]([O:24][CH:25]([O:28][CH2:29]C)[CH2:26][NH2:27])C>>[Br:1][C:2]1[CH:7]=[CH:6][C:5]([N:8]2[C:13](=[O:14])[CH:12]=[C:11]([C:15]([F:18])([F:17])[F:16])[N:10]=[C:9]2[NH:27][CH2:26][CH:25]([O:28][CH3:29])[O:24][CH3:22])=[C:4]([F:21])[CH:3]=1. Reported procedure: 3-(4-Bromo-2-fluorophenyl)-3,4-dihydro-2-methylthio-6-trifluoromethylpyrimidin-4-one (21.5 g) and aminoacetaldehyde diethyl acetal (15 g) were stirred for 3 hours at 130° C. The excess aminoacetaldehyde diethyl acetal was distilled off under reduced pressure and the residue was used in the next reaction as it was.